Dataset: the Open Reaction Database (ORD), a public repository of structured organic reaction records. Task: describe an organic reaction: reactants, conditions, products, and yield Starting materials: O=C([O-])O, CC(C)=O, ClCCl, CNc1cc(F)ccc1C(=O)CS(C)=O, [Na+], O=C(OO)c1cccc(Cl)c1. Yields the product CNc1cc(F)ccc1C(=O)CS(C)(=O)=O. RXN SMILES: [C:27](=[O:28])([O-:29])[OH:30].[CH3:32][C:33](=[O:34])[CH3:35].[Cl:36][CH2:37][Cl:38].[F:12][c:13]1[cH:14][c:15]([NH:25][CH3:26])[c:16]([C:19]([CH2:20][S:21](=[O:22])[CH3:23])=[O:24])[cH:17][cH:18]1.[Na+:31].[OH:1][O:2][C:3]([c:4]1[cH:5][c:6]([Cl:7])[cH:8][cH:9][cH:10]1)=[O:11]>>[O:1]=[S:21]([CH2:20][C:19]([c:16]1[c:15]([NH:25][CH3:26])[cH:14][c:13]([F:12])[cH:18][cH:17]1)=[O:24])(=[O:22])[CH3:23]. The reactants are COC(=O)C=Cc1csc(Br)n1, [Li+], C1CCOC1, [OH-], O. Product: O=C(O)C=Cc1csc(Br)n1. Reaction SMILES: [CH3:1][O:2][C:3]([CH:4]=[CH:5][c:6]1[n:7][c:8]([Br:11])[s:9][cH:10]1)=[O:12].[Li+:13].[O:15]1[CH2:16][CH2:17][CH2:18][CH2:19]1.[OH-:14].[OH2:20]>>[O:2]=[C:3]([CH:4]=[CH:5][c:6]1[n:7][c:8]([Br:11])[s:9][cH:10]1)[OH:12]. Reactants: N1(N=NC2=C1C=CC=C2)OC2=NC=C(C(=N2)NCC=2C=NN(C2)C)C(=O)N (2-(1H-benzo[d][1,2,3]triazol-1-yloxy)-4-((1-methyl-1H-pyrazol-4-yl)methylamino)pyrimidine-5-carboxamide), C(C)(=O)NC=1C=C(N)C=CC1 (3-acetamidoaniline), CC=1C=CC(=CC1)S(=O)(=O)O.O (pTsOH.H2O). Solvent: CN1CCCC1=O (NMP). Run at temperature 100 celsius. Product: C(C)(=O)NC=1C=C(C=CC1)NC1=NC=C(C(=N1)NCC=1C=NN(C1)C)C(=O)N (2-(3-acetamidophenylamino)-4-((1-methyl-1H-pyrazol-4-yl)methylamino)pyrimidine-5-carboxamide). The yield is 75.1%. Reaction SMILES: N1(O[C:11]2[N:16]=[C:15]([NH:17][CH2:18][C:19]3[CH:20]=[N:21][N:22]([CH3:24])[CH:23]=3)[C:14]([C:25]([NH2:27])=[O:26])=[CH:13][N:12]=2)C2C=CC=CC=2N=N1.[C:28]([NH:31][C:32]1[CH:33]=[C:34]([CH:36]=[CH:37][CH:38]=1)[NH2:35])(=[O:30])[CH3:29].CC1C=CC(S(O)(=O)=O)=CC=1.O>CN1C(=O)CCC1>[C:28]([NH:31][C:32]1[CH:33]=[C:34]([NH:35][C:11]2[N:16]=[C:15]([NH:17][CH2:18][C:19]3[CH:20]=[N:21][N:22]([CH3:24])[CH:23]=3)[C:14]([C:25]([NH2:27])=[O:26])=[CH:13][N:12]=2)[CH:36]=[CH:37][CH:38]=1)(=[O:30])[CH3:29] |f:2.3|. Reported procedure: To a solution of 2-(1H-benzo[d][1,2,3]triazol-1-yloxy)-4-((1-methyl-1H-pyrazol-4-yl)methylamino)pyrimidine-5-carboxamide (51 mg, 0.14 mmol) in NMP (0.8 mL) was added 3-acetamidoaniline (24 mg, 0.16 mmol) and pTsOH.H2O (27 mg, 0.14 mmol). The mixture was heated at 100° C. for 2 h, cooled to room temperature, purified by preparative HPLC to give 2-(3-acetamidophenylamino)-4-((1-methyl-1H-pyrazol-4-yl)methylamino)pyrimidine-5-carboxamide (40 mg). MS found for C18H20N8O2 as (M+H)| 381.5. λ=242.8. Reactants: ClCCCl, O=C1OC(=O)C(Cl)=C1Cl, c1ccc(-c2cc3ccccc3[nH]2)cc1. Product: O=C(O)C(Cl)=C(Cl)C(=O)c1c(-c2ccccc2)[nH]c2ccccc12. RXN SMILES: [CH2:25]([Cl:26])[CH2:27][Cl:28].[Cl:16][C:17]1=[C:18]([Cl:24])[C:19](=[O:20])[O:21][C:22]1=[O:23].[c:1]1(-[c:7]2[nH:8][c:9]3[cH:10][cH:11][cH:12][cH:13][c:14]3[cH:15]2)[cH:2][cH:3][cH:4][cH:5][cH:6]1>>[c:1]1(-[c:7]2[nH:8][c:9]3[cH:10][cH:11][cH:12][cH:13][c:14]3[c:15]2[C:19]([C:18](=[C:17]([Cl:16])[C:22](=[O:21])[OH:23])[Cl:24])=[O:20])[cH:2][cH:3][cH:4][cH:5][cH:6]1. Reactants: CC#N, OCCCCl, [Na+], O=C([O-])O, Cc1ccc(S(=O)(=O)Cl)cc1, c1ccncc1. The product is Cc1ccc(S(=O)(=O)C(O)CCCl)cc1. RXN SMILES: [CH3:28][C:29]#[N:30].[Cl:1][CH2:2][CH2:3][CH2:4][OH:5].[Na+:27].[O-:23][C:24]([OH:25])=[O:26].[c:6]1([CH3:16])[cH:7][cH:8][c:9]([S:12](=[O:13])(=[O:14])[Cl:15])[cH:10][cH:11]1.[cH:17]1[cH:18][cH:19][n:20][cH:21][cH:22]1>>[Cl:1][CH2:2][CH2:3][CH:4]([OH:5])[S:12]([c:9]1[cH:8][cH:7][c:6]([CH3:16])[cH:11][cH:10]1)(=[O:13])=[O:14].